Dataset: the Open Reaction Database (ORD), a public repository of structured organic reaction records. Task: describe an organic reaction: reactants, conditions, products, and yield Reactants: OC(C(CC1=CC(=CC=C1)OC(C(F)F)(F)F)NC(=O)C=1C=CC=C2C1C=CCCC2)C2=CC=C(C=C2)O (N-{(1RS,2SR)-2-hydroxy-2-(4-hydroxyphenyl)-1-[3-(1,1,2,2-tetrafluoroethoxy)benzyl]ethyl}-6,7-dihydro-5H-benzo[a][7]annulene-1-carboxamide), C([O-])([O-])=O.[K+].[K+] (potassium carbonate), FC1=CC=C(CBr)C=C1 (4-fluorobenzyl bromide). Solvent: CN(C=O)C (N,N-dimethylformamide), O (water). Reaction conditions: time 8 hour. Yields the product FC1=CC=C(COC2=CC=C(C=C2)C(C(CC2=CC(=CC=C2)OC(C(F)F)(F)F)NC(=O)C=2C=CC=C3C2C=CCCC3)O)C=C1 (N-{(1RS,2SR)-2-{4-[(4-fluorobenzyl)oxy]phenyl}-2-hydroxy-1-[3-(1,1,2,2-tetrafluoroethoxy)benzyl]ethyl}-6,7-dihydro-5H-benzo[a][7]annulene-1-carboxamide). Reaction SMILES: [OH:1][CH:2]([C:32]1[CH:37]=[CH:36][C:35]([OH:38])=[CH:34][CH:33]=1)[CH:3]([NH:18][C:19]([C:21]1[CH:22]=[CH:23][CH:24]=[C:25]2[CH2:31][CH2:30][CH2:29][CH:28]=[CH:27][C:26]=12)=[O:20])[CH2:4][C:5]1[CH:10]=[CH:9][CH:8]=[C:7]([O:11][C:12]([F:17])([F:16])[CH:13]([F:15])[F:14])[CH:6]=1.C(=O)([O-])[O-].[K+].[K+].[F:45][C:46]1[CH:53]=[CH:52][C:49]([CH2:50]Br)=[CH:48][CH:47]=1>CN(C)C=O.O>[F:45][C:46]1[CH:53]=[CH:52][C:49]([CH2:50][O:38][C:35]2[CH:36]=[CH:37][C:32]([CH:2]([OH:1])[CH:3]([NH:18][C:19]([C:21]3[CH:22]=[CH:23][CH:24]=[C:25]4[CH2:31][CH2:30][CH2:29][CH:28]=[CH:27][C:26]=34)=[O:20])[CH2:4][C:5]3[CH:10]=[CH:9][CH:8]=[C:7]([O:11][C:12]([F:16])([F:17])[CH:13]([F:15])[F:14])[CH:6]=3)=[CH:33][CH:34]=2)=[CH:48][CH:47]=1 |f:1.2.3|. Reported procedure: To a solution of N-{(1RS,2SR)-2-hydroxy-2-(4-hydroxyphenyl)-1-[3-(1,1,2,2-tetrafluoroethoxy)benzyl]ethyl}-6,7-dihydro-5H-benzo[a][7]annulene-1-carboxamide (400 mg, 0.755 mmol) in N,N-dimethylformamide (15 ml) were added potassium carbonate (313 mg, 2.27 mmol) and 4-fluorobenzyl bromide (428 mg, 2.27 mmol), and the mixture was stirred overnight at room temperature. The reaction solution was diluted with water (100 ml) and extracted with ethyl acetate (100 ml×2). The extract was washed successivel... The reactants are CC(=O)C(=COCC)C1=CC=NC=C1 (2-ethoxy-1-(4-pyridinyl)ethenyl methyl ketone), C(#N)CC(=O)N (cyanoacetamide), [OH-].[Na+] (sodium hydroxide), C(#N)CC(=O)N (cyanoacetamide). Solvent: CO (methanol). Yields the product CC=1NC(C(C#N)=CC1C1=CC=NC=C1)=O (1,2-dihydro-6-methyl-2-oxo-5-(4-pyridinyl)nicotinonitrile). As a reaction SMILES: [CH3:1][C:2]([C:4]([C:9]1[CH:14]=[CH:13][N:12]=[CH:11][CH:10]=1)=[CH:5]OCC)=O.[C:15]([CH2:17][C:18]([NH2:20])=[O:19])#[N:16].[OH-].[Na+]>CO>[CH3:1][C:2]1[NH:20][C:18](=[O:19])[C:17](=[CH:5][C:4]=1[C:9]1[CH:14]=[CH:13][N:12]=[CH:11][CH:10]=1)[C:15]#[N:16] |f:2.3|. Reported procedure: The process according to claim 4 where 2-ethoxy-1-(4-pyridinyl)ethenyl methyl ketone is reacted with cyanoacetamide in the presence of at least a molar equivalent quantity of sodium hydroxide per mole of cyanoacetamide in methanol and the reaction mixture is neutralized to produce 1,2-dihydro-6-methyl-2-oxo-5-(4-pyridinyl)nicotinonitrile. The reactants are ClC1=NN(C2=CC=C(C=C12)C=O)CC1=C(C=C(C=C1)Cl)C(F)(F)F (3-Chloro-1-(4-chloro-2-trifluoromethyl-benzyl)-1H-indazole-5-carbaldehyde), OC[C@@H]1CN(CCO1)C=1SCC(N1)=O (2-(2-(S)-Hydroxymethyl-morpholin-4-yl)-thiazol-4-one). Yields the product ClC1=NN(C2=CC=C(C=C12)C=C1C(N=C(S1)N1CC(OCC1)CO)=O)CC1=C(C=C(C=C1)Cl)C(F)(F)F (5-[3-Chloro-1-(4-chloro-2-trifluoromethyl-benzyl)-1H-indazol-5-ylmethylene]-2-(2-hydroxymethyl-morpholin-4-yl)-thiazol-4-one). RXN SMILES: [Cl:1][C:2]1[C:10]2[C:5](=[CH:6][CH:7]=[C:8]([CH:11]=O)[CH:9]=2)[N:4]([CH2:13][C:14]2[CH:19]=[CH:18][C:17]([Cl:20])=[CH:16][C:15]=2[C:21]([F:24])([F:23])[F:22])[N:3]=1.[OH:25][CH2:26][C@H:27]1[O:32][CH2:31][CH2:30][N:29]([C:33]2[S:34][CH2:35][C:36](=[O:38])[N:37]=2)[CH2:28]1>>[Cl:1][C:2]1[C:10]2[C:5](=[CH:6][CH:7]=[C:8]([CH:11]=[C:35]3[S:34][C:33]([N:29]4[CH2:30][CH2:31][O:32][CH:27]([CH2:26][OH:25])[CH2:28]4)=[N:37][C:36]3=[O:38])[CH:9]=2)[N:4]([CH2:13][C:14]2[CH:19]=[CH:18][C:17]([Cl:20])=[CH:16][C:15]=2[C:21]([F:22])([F:23])[F:24])[N:3]=1. Reported procedure: 5-[3-Chloro-1-(4-chloro-2-trifluoromethyl-benzyl)-1H-indazol-5-ylmethylene]-2-(2-hydroxymethyl-morpholin-4-yl)-thiazol-4-one was prepared from 3-Chloro-1-(4-chloro-2-trifluoromethyl-benzyl)-1H-indazole-5-carbaldehyde and 2-(2-(S)-Hydroxymethyl-morpholin-4-yl)-thiazol-4-one following general procedure D.